This data is from the Open Reaction Database (ORD), a public repository of structured organic reaction records. The task is: describe an organic reaction: reactants, conditions, products, and yield The reactants are N[C@@H](C(C)(C)C)C(=O)C(C(O)=O)CCC[C@@H]1SC[C@@H]2NC(=O)N[C@H]12 (tert butylglycylbiotin), FC(C(=O)O)(F)F (trifluoroacetic acid). Solvent: C(Cl)Cl (CH2Cl2). Conditions: time 2 hour. The product is NCC(=O)C(C(O)=O)CCC[C@@H]1SC[C@@H]2NC(=O)N[C@H]12 (glycylbiotin). The yield is 91.6%. As a reaction SMILES: [NH2:1][C@H:2]([C:7]([CH:9]([CH2:13][CH2:14][CH2:15][C@H:16]1[C@@H:24]2[C@@H:19]([NH:20][C:21]([NH:23]2)=[O:22])[CH2:18][S:17]1)[C:10](=[O:12])[OH:11])=[O:8])C(C)(C)C.FC(F)(F)C(O)=O>C(Cl)Cl>[NH2:1][CH2:2][C:7]([CH:9]([CH2:13][CH2:14][CH2:15][C@H:16]1[C@@H:24]2[C@@H:19]([NH:20][C:21]([NH:23]2)=[O:22])[CH2:18][S:17]1)[C:10](=[O:11])[OH:12])=[O:8]. Procedure: To a solution of tert butylglycylbiotin (0.271 g, 0.758 mmol) in CH2Cl2 (0.5 mL) was added 0.5 mL trifluoroacetic acid. The reaction mixture was stirred at room temperature for 2 h, concentrated, and triturated with anhydrous diethyl ether. The off-white precipitate was collected to yield 0.209 g (0.694 mmol, 92%) of glycylbiotin. Mass spec [M+H]+ at m/z 302.